This data is from the Open Reaction Database (ORD), a public repository of structured organic reaction records. The task is: describe an organic reaction: reactants, conditions, products, and yield Reactants: BrCc1ccccc1, [Na+], [OH-], O, NS(=O)(=O)c1cc(C(=O)O)cc(S)c1Oc1ccccc1. The product is NS(=O)(=O)c1cc(C(=O)O)cc(SCc2ccccc2)c1Oc1ccccc1. RXN SMILES: [Br:24][CH2:25][c:26]1[cH:27][cH:28][cH:29][cH:30][cH:31]1.[Na+:23].[OH-:22].[OH2:32].[SH:1][c:2]1[cH:3][c:4]([C:5](=[O:6])[OH:7])[cH:8][c:9]([S:18]([NH2:19])(=[O:20])=[O:21])[c:10]1[O:11][c:12]1[cH:13][cH:14][cH:15][cH:16][cH:17]1>>[S:1]([c:2]1[cH:3][c:4]([C:5](=[O:6])[OH:7])[cH:8][c:9]([S:18]([NH2:19])(=[O:20])=[O:21])[c:10]1[O:11][c:12]1[cH:13][cH:14][cH:15][cH:16][cH:17]1)[CH2:25][c:26]1[cH:27][cH:28][cH:29][cH:30][cH:31]1.